From a dataset of the Open Reaction Database (ORD), a public repository of structured organic reaction records. describe an organic reaction: reactants, conditions, products, and yield Starting materials: C1COCCN1, C1=CC=C(C=C1)COC2=NC(=CC=C2)Br. The reagents and catalysts are CC(C)(C)[O-].[Na+], C1=CC=C(C=C1)P(C2=CC=CC=C2)C3=C(C4=CC=CC=C4C=C3)C5=C(C=CC6=CC=CC=C65)P(C7=CC=CC=C7)C8=CC=CC=C8, C1=CC=C(C=C1)/C=C/C(=O)/C=C/C2=CC=CC=C2.C1=CC=C(C=C1)/C=C/C(=O)/C=C/C2=CC=CC=C2.C1=CC=C(C=C1)/C=C/C(=O)/C=C/C2=CC=CC=C2.[Pd].[Pd]. Solvent: CC1=CC=CC=C1. Reaction conditions: temperature 120 celsius. The product is C1COCCN1C2=NC(=CC=C2)OCC3=CC=CC=C3. The yield is 86.9%. Procedure: Reagents split into 2 microwave tubes:-  2-(benzyloxy)-6-bromopyridine (2.641 g, 10.00 mmol), TRIS(DIBENZYLIDENEACETONE)DIPALLADIUM(0) (0.092 g, 0.10 mmol), 2,2'-bis(diphenylphosphino)-1,1'-binaphthyl (0.093 g, 0.15 mmol) ,morpholine (1.045 g, 12.00 mmol) and sodium t-butoxide (1.345 g, 14.00 mmol) were suspended in toluene (30 mL). Degassed with N2 for 5 mins and sealed into a microwave tube. The reaction was heated to 120 °C for 10 minutes in the microwave reactor and cooled to RT.  **_Work-up... Reactants: C1(=C(C=CC=C1)SC1=C(C=CC=C1)O)C (2-(o-tolylthio)phenol), C(C=C)Br (allyl bromide), C([O-])([O-])=O.[K+].[K+] (potassium carbonate). Run in C(C(C)C)C(=O)C (methyl isobutyl ketone). Yields the product C1(=C(C=CC=C1)SC1=C(C(=CC=C1)CC=C)O)C (2-(o-tolylthio)-6-allylphenol). The yield is 62.7%. Reaction SMILES: [C:1]1([CH3:15])[CH:6]=[CH:5][CH:4]=[CH:3][C:2]=1[S:7][C:8]1[CH:13]=[CH:12][CH:11]=[CH:10][C:9]=1[OH:14].[CH2:16](Br)[CH:17]=[CH2:18].C(=O)([O-])[O-].[K+].[K+]>C(C(C)=O)C(C)C>[C:1]1([CH3:15])[CH:6]=[CH:5][CH:4]=[CH:3][C:2]=1[S:7][C:8]1[CH:13]=[CH:12][CH:11]=[C:10]([CH2:18][CH:17]=[CH2:16])[C:9]=1[OH:14] |f:2.3.4|. Reported procedure: A mixture of 2-(o-tolylthio)phenol (32.7 g), allyl bromide (27.5 g) and dried potassium carbonate (42 g) in methyl isobutyl ketone (400 ml) was refluxed under heating for 4 hours. The reaction mixture was treated in the same manner as Example 21-(1) to give oily 2-(o-tolylthio)-6-allylphenol (24.3 g), bp. 150°-162° C./0.7-0.8 mmHg. The reactants are CCN, CO, CNc1nnc2c(C)c(C)c(C(=O)OC)nn12, Cl. The product is CCNC(=O)c1nn2c(NC)nnc2c(C)c1C. RXN SMILES: [CH3:19][CH2:20][NH2:21].[CH3:22][OH:23].[CH3:2][c:3]1[c:4]([CH3:18])[c:5]2[n:6]([n:7][c:8]1[C:9]([O:11][CH3:10])=[O:12])[c:13]([NH:16][CH3:17])[n:14][n:15]2.[ClH:1]>>[CH3:2][c:3]1[c:4]([CH3:18])[c:5]2[n:6]([n:7][c:8]1[C:9](=[O:11])[NH:21][CH2:20][CH3:19])[c:13]([NH:16][CH3:17])[n:14][n:15]2. Reactants: BrC1=NC=2N(C(N(C(C2N1COCC[Si](C)(C)C)=O)CCCOC1OCCCC1)=O)C (8-bromo-3-methyl-1-(3-(tetrahydro-2H-pyran-2-yloxy)propyl)-7-((2-(trimethylsilyl)ethoxy)methyl)-1H-purine-2,6(3H,7H)-dione), BrC1=NC=2N(C(N(C(C2N1COCC[Si](C)(C)C)=O)CCCOC1OCCCC1)=O)C (8-bromo-3-methyl-1-(3-(tetrahydro-2H-pyran-2-yloxy)propyl)-7-((2-(trimethylsilyl)ethoxy)methyl)-1H-purine-2,6(3H,7H)-dione), FC(OC=1C=C(OCCO)C=CC1)(F)F (2-(3-(trifluoromethoxy)phenoxy)ethanol), FC(OC=1C=C(OCCO)C=CC1)(F)F (2-(3-(trifluoromethoxy)phenoxy)ethanol), [H-].[Na+] (sodium hydride). Solvent: C1CCOC1 (THF). Conditions: temperature 0 celsius, time 30 minute. The product is CN1C(N(C(C=2N(C(=NC12)OCCOC1=CC(=CC=C1)OC(F)(F)F)COCC[Si](C)(C)C)=O)CCCOC1OCCCC1)=O (3-methyl-1-(3-(tetrahydro-2H-pyran-2-yloxy)propyl)-8-(2-(3-(trifluoromethoxy)phenoxy)ethoxy)-7-((2-(trimethylsilyl)ethoxy)methyl)-1H-purine-2,6(3H,7H)-dione). As a reaction SMILES: [F:1][C:2]([F:15])([F:14])[O:3][C:4]1[CH:5]=[C:6]([CH:11]=[CH:12][CH:13]=1)[O:7][CH2:8][CH2:9][OH:10].[H-].[Na+].Br[C:19]1[N:27]([CH2:28][O:29][CH2:30][CH2:31][Si:32]([CH3:35])([CH3:34])[CH3:33])[C:26]2[C:25](=[O:36])[N:24]([CH2:37][CH2:38][CH2:39][O:40][CH:41]3[CH2:46][CH2:45][CH2:44][CH2:43][O:42]3)[C:23](=[O:47])[N:22]([CH3:48])[C:21]=2[N:20]=1>C1COCC1>[CH3:48][N:22]1[C:21]2[N:20]=[C:19]([O:10][CH2:9][CH2:8][O:7][C:6]3[CH:11]=[CH:12][CH:13]=[C:4]([O:3][C:2]([F:14])([F:15])[F:1])[CH:5]=3)[N:27]([CH2:28][O:29][CH2:30][CH2:31][Si:32]([CH3:35])([CH3:33])[CH3:34])[C:26]=2[C:25](=[O:36])[N:24]([CH2:37][CH2:38][CH2:39][O:40][CH:41]2[CH2:46][CH2:45][CH2:44][CH2:43][O:42]2)[C:23]1=[O:47] |f:1.2|. Procedure details: To a solution of 2-(3-(trifluoromethoxy)phenoxy)ethanol (0.64 g, 2.9 mmol, intermediate 5) in THF (15 mL) was added sodium hydride (0.23 g, 9.67 mmol) at 0° C. it was stirred at 0° C. for 30 min, then 8-bromo-3-methyl-1-(3-(tetrahydro-2H-pyran-2-yloxy)propyl)-7-((2-(trimethylsilyl)ethoxy)methyl)-1H-purine-2,6(3H,7H)-dione (1.0 g, 1.93 mmol, intermediate 16 step 1) was added. The mixture was stirred 16 h. The reaction was quenched with aq. ammonium chloride (2 mL) at 0° C.; then it was partitione... The reactants are CN(C(C1=CC=CC=C1)=O)CC(CCS(=O)(=O)C)C1=CC=CC=C1 (N-methyl-N-(2-phenyl-4-methanesulfonylbutyl)benzamide), OC(C1CCNCC1)(C1=CC=CC=C1)C1=CC=CC=C1 (4-(hydroxydiphenylmethyl)piperidine). Reported procedure: Prepare by the method of Example 1.7 using N-methyl-N-(2-phenyl-4-methanesulfonylbutyl)benzamide and 4-(hydroxydiphenylmethyl)piperidine to give the title compound. Product: CN(C(C1=CC=CC=C1)=O)CC(CCN1CCC(CC1)C(C1=CC=CC=C1)(C1=CC=CC=C1)O)C1=CC=CC=C1 (N-Methyl-N-(4-(4-(hydroxydiphenylmethyl)-piperidin-1-yl)-2-phenylbutyl)benzamide). Reaction SMILES: [CH3:1][N:2]([CH2:11][CH:12]([C:19]1[CH:24]=[CH:23][CH:22]=[CH:21][CH:20]=1)[CH2:13][CH2:14]S(C)(=O)=O)[C:3](=[O:10])[C:4]1[CH:9]=[CH:8][CH:7]=[CH:6][CH:5]=1.[OH:25][C:26]([C:39]1[CH:44]=[CH:43][CH:42]=[CH:41][CH:40]=1)([C:33]1[CH:38]=[CH:37][CH:36]=[CH:35][CH:34]=1)[CH:27]1[CH2:32][CH2:31][NH:30][CH2:29][CH2:28]1>>[CH3:1][N:2]([CH2:11][CH:12]([C:19]1[CH:24]=[CH:23][CH:22]=[CH:21][CH:20]=1)[CH2:13][CH2:14][N:30]1[CH2:31][CH2:32][CH:27]([C:26]([OH:25])([C:33]2[CH:34]=[CH:35][CH:36]=[CH:37][CH:38]=2)[C:39]2[CH:44]=[CH:43][CH:42]=[CH:41][CH:40]=2)[CH2:28][CH2:29]1)[C:3](=[O:10])[C:4]1[CH:9]=[CH:8][CH:7]=[CH:6][CH:5]=1. The reactants are C(C)OC(=O)C=1N=C(SC1)COC1=CC=C(C=C1)I (2-(4-iodo-phenoxymethyl)-thiazole-4-carboxylic acid ethyl ester), C(C)(=O)NC=1C=C(C=CC1)B(O)O (3-acetamidobenzeneboronic acid), C([O-])([O-])=O.[K+].[K+] (potassium carbonate), C(C)OC(=O)C=1N=C(SC1)COC1=CC=C(C=C1)I (2-(4-iodo-phenoxymethyl)-thiazole-4-carboxylic acid ethyl ester), bis(tri -cyclohexyl-phosphine)palladium, Cl (HCl). The solvent is O1CCOCC1 (dioxane), O (water). The product is C(C)(=O)NC=1C=C(C=CC1)C1=CC=C(C=C1)OCC=1SC=C(N1)C(=O)O (2-(3′-acetylamino-biphenyl-4-yloxymethyl) -thiazole-4-carboxylic acid). Reaction SMILES: C([O:3][C:4]([C:6]1[N:7]=[C:8]([CH2:11][O:12][C:13]2[CH:18]=[CH:17][C:16](I)=[CH:15][CH:14]=2)[S:9][CH:10]=1)=[O:5])C.C(=O)([O-])[O-].[K+].[K+].[C:26]([NH:29][C:30]1[CH:31]=[C:32](B(O)O)[CH:33]=[CH:34][CH:35]=1)(=[O:28])[CH3:27].Cl>O.O1CCOCC1>[C:26]([NH:29][C:30]1[CH:35]=[C:34]([C:16]2[CH:15]=[CH:14][C:13]([O:12][CH2:11][C:8]3[S:9][CH:10]=[C:6]([C:4]([OH:3])=[O:5])[N:7]=3)=[CH:18][CH:17]=2)[CH:33]=[CH:32][CH:31]=1)(=[O:28])[CH3:27] |f:1.2.3|. Procedure: A first stock solution was prepared consisting of 2-(4-iodo-phenoxymethyl) -thiazole-4-carboxylic acid ethyl ester (of intermediate 2; 1.56 g, 4 mmol), bis(tri -cyclohexyl-phosphine)palladium (available from Strem Chemicals, Inc., Newburyport, Mass.; 140 mg, 0.21 mmol), and dioxane (approximately 82 mL). A second stock solution was prepared consisting of potassium carbonate (1.66 g, 12 mmol) and water (approximately 8.2 mL). The solutions were sonicated and degassed by bubbling nitrogen gas thro... Reactants: C(\C=C/C(=O)O)(=O)OC(C)C (isopropyl hydrogen maleate), poly(dimethylaminomethylstyrene), C1(\C=C/C(=O)O1)=O (maleic anhydride), C=CC1=CC=CC=C1 (styrene), Cl.N1=CC=CC=C1 (pyridine hydrochloride). The solvent is O1CCCC=C1 (3,4-dihydro-2H-pyran). Product: C=CC1=CC=CC=C1 (styrene), C(\C=C/C(=O)OC1OCCCC1)(=O)OC(C)C (isopropyl tetrahydropyranyl maleate), C1(\C=C/C(=O)O1)=O (maleic anhydride). Reaction SMILES: [CH2:1]=[CH:2][C:3]1[CH:8]=[CH:7][CH:6]=[CH:5][CH:4]=1.[C:9]([O:16][CH:17]([CH3:19])[CH3:18])(=[O:15])/[CH:10]=[CH:11]\[C:12]([OH:14])=[O:13].[C:20]1(=[O:26])[O:25][C:23](=[O:24])[CH:22]=[CH:21]1.Cl.N1C=CC=C[CH:29]=1>O1C=CCCC1>[CH2:1]=[CH:2][C:3]1[CH:8]=[CH:7][CH:6]=[CH:5][CH:4]=1.[C:9]([O:16][CH:17]([CH3:19])[CH3:18])(=[O:15])/[CH:10]=[CH:11]\[C:12]([O:14][CH:23]1[CH2:22][CH2:21][CH2:29][CH2:20][O:25]1)=[O:13].[C:23]1(=[O:24])[O:25][C:20](=[O:26])[CH:21]=[CH:22]1 |f:3.4|. Procedure: A 5 g sample of poly(styrene [50 mol %], isopropyl hydrogen maleate [32 mol %], maleic anhydride [18 mol %]) was suspended in 75 mL of 3,4-dihydro-2H-pyran and treated with 0.1 g of pyridine hydrochloride. The mixture was stirred at reflux for 18 hours, during which time a homogeneous solution was formed. After cooling to room temperature, the solution was stirred for 1 hour with crosslinked poly(dimethylaminomethylstyrene) to remove the catalyst. After filtration, the product was isolated from ... The reactants are O (water), N1(N=CN=C1)C1(CC1)C(=O)C1=CC=C(C=C1)Cl (4-chlorophenyl 1-(1, 2, 4-triazol-1-yl)-cyclopropyl ketone), O.NN (hydrazine hydrate), [OH-].[K+] (potassium hydroxide). Run in C(COCCO)O (diethylene glycol). Reaction conditions: time 1 hour. Yields the product ClC1=CC=C(CC2(CC2)N2N=CN=C2)C=C1 (1-(4-Chlorobenzyl)-1-(1, 2, 4-triazol-1-yl)-cyclopropane). Yield: 57.8%. As a reaction SMILES: [N:1]1([C:6]2([C:9]([C:11]3[CH:16]=[CH:15][C:14]([Cl:17])=[CH:13][CH:12]=3)=O)[CH2:8][CH2:7]2)[CH:5]=[N:4][CH:3]=[N:2]1.O.NN.[OH-].[K+].O>C(O)COCCO>[Cl:17][C:14]1[CH:13]=[CH:12][C:11]([CH2:9][C:6]2([N:1]3[CH:5]=[N:4][CH:3]=[N:2]3)[CH2:7][CH2:8]2)=[CH:16][CH:15]=1 |f:1.2,3.4|. Procedure: A suspension of 24.8 g (0.1 mol) of 4-chlorophenyl 1-(1, 2, 4-triazol-1-yl)-cyclopropyl ketone with 19.8 g of 80% strength hydrazine hydrate in 40 ml of diethylene glycol was refluxed for 1 hour and cooled, and 14.3 g of powdered potassium hydroxide were added to the clear yellow solution. The mixture was refluxed, and the resultant water of reaction was then distilled off until the diethylene glycol again refluxed. After 1 hour, the mixture was poured into water and extracted with dichlorometha... Starting materials: FC1=CC=C(C=C1)N1C(C(C1C1=CC=C(C=C1)O)CCC(O)C1=CC=C(C=C1)F)=O (1-(4-fluorophenyl)-3-[3-(4-fluorophenyl)-3-hydroxypropyl]-4-(4-hydroxyphenyl)-azetidin-2-one), BrCC1=CC(=CC=C1)CBr (1,3-bisbromomethylbenzene), C([O-])([O-])=O.[K+].[K+] (potassium carbonate). Product: BrCC=1C=C(COC2=CC=C(C=C2)C2C(C(N2C2=CC=C(C=C2)F)=O)CCC(O)C2=CC=C(C=C2)F)C=CC1 (4-[4-(3-Bromomethylbenzyloxy)phenyl]-1-(4-fluorophenyl)-3-[3-(4-fluorophenyl)-3-hydroxypropyl]azetidin-2-one). RXN SMILES: [F:1][C:2]1[CH:7]=[CH:6][C:5]([N:8]2[CH:11]([C:12]3[CH:17]=[CH:16][C:15]([OH:18])=[CH:14][CH:13]=3)[CH:10]([CH2:19][CH2:20][CH:21]([C:23]3[CH:28]=[CH:27][C:26]([F:29])=[CH:25][CH:24]=3)[OH:22])[C:9]2=[O:30])=[CH:4][CH:3]=1.[Br:31][CH2:32][C:33]1[CH:38]=[CH:37][CH:36]=[C:35]([CH2:39]Br)[CH:34]=1.C(=O)([O-])[O-].[K+].[K+]>>[Br:31][CH2:32][C:33]1[CH:34]=[C:35]([CH:36]=[CH:37][CH:38]=1)[CH2:39][O:18][C:15]1[CH:14]=[CH:13][C:12]([CH:11]2[N:8]([C:5]3[CH:4]=[CH:3][C:2]([F:1])=[CH:7][CH:6]=3)[C:9](=[O:30])[CH:10]2[CH2:19][CH2:20][CH:21]([C:23]2[CH:24]=[CH:25][C:26]([F:29])=[CH:27][CH:28]=2)[OH:22])=[CH:17][CH:16]=1 |f:2.3.4|. Procedure details: 1-(4-Fluorophenyl)-3-[3-(4-fluorophenyl)-3-hydroxypropyl]-4-(4-hydroxyphenyl)azetidin-2-one (11) was reacted with 1,3-bisbromomethylbenzene and potassium carbonate analogously to Example IV, giving a colorless solid (18) of molecular weight 592.49 (C32H28BrF2NO3); MS (ESI): 592.2 (MH+). Starting materials: C(C)C1=CC=C(C=O)C=C1 (4-ethylbenzaldehyde), C(CC)[Mg]Br (propylmagnesium bromide). Run in C(C)OCC (diethyl ether). Reaction conditions: temperature 0 celsius. The product is C(C)C1=CC=C(C=C1)C(CCC)O (1-(4-Ethylphenyl)-butan-1-ol). As a reaction SMILES: [CH2:1]([C:3]1[CH:10]=[CH:9][C:6]([CH:7]=[O:8])=[CH:5][CH:4]=1)[CH3:2].[CH2:11]([Mg]Br)[CH2:12][CH3:13]>C(OCC)C>[CH2:1]([C:3]1[CH:10]=[CH:9][C:6]([CH:7]([OH:8])[CH2:11][CH2:12][CH3:13])=[CH:5][CH:4]=1)[CH3:2]. Reported procedure: To a flame-dried flask under an argon atmosphere is added 0.69 mL of commercially available 4-ethylbenzaldehyde and charged with 15 mL of diethyl ether. The solution is cooled to 0° C. and is treated with 3.0 mL (2.0M in diethyl ether) of propylmagnesium bromide. The reaction mixture is left to warm to room temperature overnight and then quenched by the addition of aqueous ammonium chloride. After dilution with diethyl ether the phases are separated; the organic layer is washed with saturated am...